Dataset: the Open Reaction Database (ORD), a public repository of structured organic reaction records. Task: describe an organic reaction: reactants, conditions, products, and yield Starting materials: C[O-].[Na+] (sodium methoxide), BrC1=NC(=CC=C1)Br (2,6-dibromopyridine), C[O-].[Na+] (sodium methoxide). Run in C1(=CC=CC=C1)C (toluene). Reaction conditions: temperature 120 celsius, time 13 hour. Product: BrC1=NC(=CC=C1)OC (2-Bromo-6-methoxypyridine). As a reaction SMILES: [CH3:1][O-:2].[Na+].[Br:4][C:5]1[CH:10]=[CH:9][CH:8]=[C:7](Br)[N:6]=1>C1(C)C=CC=CC=1>[Br:4][C:5]1[CH:10]=[CH:9][CH:8]=[C:7]([O:2][CH3:1])[N:6]=1 |f:0.1|. Procedure details: In an argon atmosphere, sodium methoxide (1.82 g) was added to 2,6-dibromopyridine (8.0 g) in toluene (120 mL), followed by stirring at 120° C. for 13 hours. Subsequently, sodium methoxide (0.728 g) was added to the mixture, followed by stirring at 120° C. for 6 hours. The mixture was cooled in air. The reaction mixture was partitioned between water and ethyl acetate. The organic layer was dried over sodium sulfate anhydrate, followed by filtration. The solvent was evaporated under reduced press...